This data is from the Open Reaction Database (ORD), a public repository of structured organic reaction records. The task is: describe an organic reaction: reactants, conditions, products, and yield The reactants are NC1=NNC=C1 (3-aminopyrazole), CN(C=CC(=O)C1=NC(=CC=C1)C)C (3-dimethylamino-1-(6-methyl-2-pyridyl)-2-propen-1-one). Solvent: C(C)(=O)O (acetic acid). Yields the product CC1=CC=CC(=N1)C1=CC=NC=2N1N=CC2 (7-(6-Methyl-2-pyridyl)pyrazolo[1,5-a]pyrimidine). As a reaction SMILES: [NH2:1][C:2]1[CH:6]=[CH:5][NH:4][N:3]=1.CN(C)[CH:9]=[CH:10][C:11]([C:13]1[CH:18]=[CH:17][CH:16]=[C:15]([CH3:19])[N:14]=1)=O>C(O)(=O)C>[CH3:19][C:15]1[N:14]=[C:13]([C:11]2[N:3]3[N:4]=[CH:5][CH:6]=[C:2]3[N:1]=[CH:9][CH:10]=2)[CH:18]=[CH:17][CH:16]=1. Procedure: A mixture of 0.84 g. of 3-aminopyrazole and 1.90 g. of 3-dimethylamino-1-(6-methyl-2-pyridyl)-2-propen-1-one and 25. ml. of glacial acetic acid is heated on a steam bath for 4 hours. The solvent was removed under reduced pressure. The residue is dissolved in dichloromethane and the solution passed through a short column of hydrous magnesium silicate. The element is concentrated and diluted with hexane to give 1.15 g. of crystals, m.p. 126°-127° C. The reactants are CCO, O=CO, O=C[O-], [NH4+], O=C1COCC2CN(C3CN(C(c4ccccc4)c4ccccc4)C3)CCN12. Yields the product O=C1COCC2CN(C3CNC3)CCN12. As a reaction SMILES: [CH3:36][CH2:37][OH:38].[CH:29]([OH:30])=[O:31].[CH:32]([O-:33])=[O:34].[NH4+:35].[c:1]1([CH:2]([c:3]2[cH:4][cH:5][cH:6][cH:7][cH:23]2)[N:8]2[CH2:9][CH:10]([N:12]3[CH2:13][CH:14]4[CH2:15][O:16][CH2:17][C:18](=[O:22])[N:19]4[CH2:20][CH2:21]3)[CH2:11]2)[cH:24][cH:25][cH:26][cH:27][cH:28]1>>[NH:8]1[CH2:9][CH:10]([N:12]2[CH2:13][CH:14]3[CH2:15][O:16][CH2:17][C:18](=[O:22])[N:19]3[CH2:20][CH2:21]2)[CH2:11]1. Reactants: CO, Cl, Nc1ccc(O)cc1[N+](=O)[O-]. Product: Nc1ccc(O)cc1N. As a reaction SMILES: [CH3:13][OH:14].[ClH:12].[NH2:1][c:2]1[c:3]([N+:9]([O-:10])=[O:11])[cH:4][c:5]([OH:8])[cH:6][cH:7]1>>[NH2:1][c:2]1[c:3]([NH2:9])[cH:4][c:5]([OH:8])[cH:6][cH:7]1. Starting materials: CC(CCCCCC)(C)C1=CC(=C(C=C1)C1=CC(CCC1)=O)O (3-[4-(1,1-dimethylheptyl]-2-hydroxyphenyl]-cyclohex-2-enone), [BH4-].[Na+] (sodium borohydride), [Cl-].[Na+] (sodium chloride), CCOCC (ether). Run in CO (methanol). Run at time 30 minute. Product: CC(CCCCCC)(C)C1=CC(=C(C=C1)C1=CC(CCC1)O)O (3-[4-(1,1-Dimethylheptyl)-2-hydroxyphenyl]-cyclohex-2-en-1-ol). As a reaction SMILES: [CH3:1][C:2]([C:10]1[CH:15]=[CH:14][C:13]([C:16]2[CH2:21][CH2:20][CH2:19][C:18](=[O:22])[CH:17]=2)=[C:12]([OH:23])[CH:11]=1)([CH3:9])[CH2:3][CH2:4][CH2:5][CH2:6][CH2:7][CH3:8].[BH4-].[Na+].[Cl-].[Na+].CCOCC>CO>[CH3:9][C:2]([C:10]1[CH:15]=[CH:14][C:13]([C:16]2[CH2:21][CH2:20][CH2:19][CH:18]([OH:22])[CH:17]=2)=[C:12]([OH:23])[CH:11]=1)([CH3:1])[CH2:3][CH2:4][CH2:5][CH2:6][CH2:7][CH3:8] |f:1.2,3.4|. Procedure details: To a -18° C. solution of 70.0 g (0.20 mol) of 3-[4-(1,1-dimethylheptyl]-2-hydroxyphenyl]-cyclohex-2-enone in 200 ml of methanol is added 7.6 g (0.20 mol) of sodium borohydride. The reaction mixture is stirred for 30 minutes and then added to one liter of saturated sodium chloride-one liter of ether. The ether extract is washed once with 500 ml of saturated sodium chloride, dried over magnesium sulfate and evaporated. The residue is purified via column chromatography on 500 g of silica gel eluted...